Dataset: the Open Reaction Database (ORD), a public repository of structured organic reaction records. Task: describe an organic reaction: reactants, conditions, products, and yield Starting materials: C(=O)(O)[O-].[Na+] (NaHCO3), C(C)(=O)OCC (ethyl acetate), C1(=CC=CC=C1)COC(NCCCNC1=NC(=NC=C1CO[Si](C)(C)C(C)(C)C)NC1=CC(=CC=C1)NC(=O)NCC)=O (Phenylmethyl[3-[[5-[[[(1,1-dimethylethyl)dimethylsilyl]oxy]methyl]-2-[[3[[(ethylamino)carbonyl]amino]phenyl]amino]pyrimidin-4-yl]amino]propyl]carbamate). The solvent is C(C)O (ethanol), Cl (hydrochloric acid). The product is C(C)NC(=O)NC=1C=C(C=CC1)NC1=NC=C(C(=N1)NCCCNC(OCC1=CC=CC=C1)=O)CO (Phenylmethyl [3-[[2-[[3-[[(ethylamino)carbonyl]amino]phenyl]amino]-5-(hydroxymethyl)pyrimidin-4-yl]amino]propyl]carbamate). As a reaction SMILES: [C:1]1([CH2:7][O:8][C:9](=[O:43])[NH:10][CH2:11][CH2:12][CH2:13][NH:14][C:15]2[C:20]([CH2:21][O:22][Si](C(C)(C)C)(C)C)=[CH:19][N:18]=[C:17]([NH:30][C:31]3[CH:36]=[CH:35][CH:34]=[C:33]([NH:37][C:38]([NH:40][CH2:41][CH3:42])=[O:39])[CH:32]=3)[N:16]=2)[CH:6]=[CH:5][CH:4]=[CH:3][CH:2]=1.C([O-])(O)=O.[Na+].C(OCC)(=O)C>C(O)C.Cl>[CH2:41]([NH:40][C:38]([NH:37][C:33]1[CH:32]=[C:31]([NH:30][C:17]2[N:16]=[C:15]([NH:14][CH2:13][CH2:12][CH2:11][NH:10][C:9](=[O:43])[O:8][CH2:7][C:1]3[CH:6]=[CH:5][CH:4]=[CH:3][CH:2]=3)[C:20]([CH2:21][OH:22])=[CH:19][N:18]=2)[CH:36]=[CH:35][CH:34]=1)=[O:39])[CH3:42] |f:1.2|. Procedure details: Phenylmethyl[3-[[5-[[[(1,1-dimethylethyl)dimethylsilyl]oxy]methyl]-2-[[3[[(ethylamino)carbonyl]amino]phenyl]amino]pyrimidin-4-yl]amino]propyl]carbamate (145 mg) were stirred in a mixture of ethanol (10 ml) and hydrochloric acid (4 n; 1 ml) for 3 h at room temperature. Then halfconcentrated NaHCO3-solution and ethyl acetate were added. The yield is 59.0%. As a reaction SMILES: [CH3:1][O:2][C:3]1[CH:4]=[C:5]2[C:10](=[CH:11][C:12]=1[O:13][CH3:14])[N:9]=[CH:8][CH:7]=[C:6]2[O:15][C:16]1[CH:22]=[CH:21][C:19]([NH2:20])=[CH:18][CH:17]=1.[C:23]1([CH3:29])C=CC=C[CH:24]=1.ClC(Cl)([O:33][C:34](=O)[O:35]C(Cl)(Cl)Cl)Cl.C(=O)(O)[O-].[Na+]>C(Cl)Cl.CC(O)C.C(N(CC)CC)C>[CH3:1][O:2][C:3]1[CH:4]=[C:5]2[C:10](=[CH:11][C:12]=1[O:13][CH3:14])[N:9]=[CH:8][CH:7]=[C:6]2[O:15][C:16]1[CH:22]=[CH:21][C:19]([NH:20][C:34](=[O:33])[O:35][CH:23]([CH3:29])[CH3:24])=[CH:18][CH:17]=1 |f:3.4|. Procedure details: 4-[(6,7-Dimethoxy-4-quinolyl)oxy]aniline (50 mg) was added to toluene (5 ml), and triethylamine (0.5 ml), and the mixture was heated under reflux to prepare a solution. A solution of triphosgene (77 mg) in methylene chloride was then added thereto, and the mixture was heated under reflux for 10 min. Next, 2-propanol (16 mg) was added thereto, and the mixture was further stirred with heating under reflux for 3 hr. A saturated aqueous sodium bicarbonate solution was added to stop the reaction, and... Starting materials: COC=1C=C2C(=CC=NC2=CC1OC)OC1=CC=C(N)C=C1 (4-[(6,7-Dimethoxy-4-quinolyl)oxy]aniline), C1(=CC=CC=C1)C (toluene), C([O-])(O)=O.[Na+] (sodium bicarbonate), ClC(Cl)(OC(OC(Cl)(Cl)Cl)=O)Cl (triphosgene). Yields the product COC=1C=C2C(=CC=NC2=CC1OC)OC1=CC=C(C=C1)NC(OC(C)C)=O (Isopropyl N-{4-[(6,7-dimethoxy-4-quinolyl)oxy]phenyl}carbamate). The solvent is C(C)N(CC)CC (triethylamine), C(Cl)Cl (methylene chloride), CC(C)O (2-propanol).